From a dataset of the Open Reaction Database (ORD), a public repository of structured organic reaction records. describe an organic reaction: reactants, conditions, products, and yield Reactants: C(C)OC(C(F)(F)F)O (Trifluoroacetaldehyde ethyl hemiacetal), ClC1=CC=C(C(=O)N)C=C1 (4-chlorobenzamide). The product is ClC1=CC=C(C(=O)NC(C(F)(F)F)O)C=C1 (4-chloro-N-(2,2,2-trifluoro-1-hydroxyethyl)benzamide). Reaction SMILES: C(O[CH:4]([OH:9])[C:5]([F:8])([F:7])[F:6])C.[Cl:10][C:11]1[CH:19]=[CH:18][C:14]([C:15]([NH2:17])=[O:16])=[CH:13][CH:12]=1>>[Cl:10][C:11]1[CH:19]=[CH:18][C:14]([C:15]([NH:17][CH:4]([OH:9])[C:5]([F:6])([F:7])[F:8])=[O:16])=[CH:13][CH:12]=1. Procedure details: Trifluoroacetaldehyde ethyl hemiacetal and 4-chlorobenzamide were processed as described in Example 1 A to provide the desired product. The reactants are N1(CCCCC1)CC=1C=NN(C1)OCCCCN (4-(4-piperidinomethylpyrazol-1-yloxy)butylamine), NC=1C(C(C1OC)=O)=O (3-amino-4-methoxycyclobutene-1,2-dione). The solvent is CO (methanol). Reaction conditions: temperature 20 celsius, time 12 hour. Product: NC=1C(C(C1NCCCCON1N=CC(=C1)CN1CCCCC1)=O)=O (3-Amino-4-[4-(4-piperidinomethylpyrazol-1-yloxy)-butylamino]-cyclobutene-1,2-dione). As a reaction SMILES: [N:1]1([CH2:7][C:8]2[CH:9]=[N:10][N:11]([O:13][CH2:14][CH2:15][CH2:16][CH2:17][NH2:18])[CH:12]=2)[CH2:6][CH2:5][CH2:4][CH2:3][CH2:2]1.[NH2:19][C:20]1[C:21](=[O:27])[C:22](=[O:26])[C:23]=1OC>CO>[NH2:19][C:20]1[C:21](=[O:27])[C:22](=[O:26])[C:23]=1[NH:18][CH2:17][CH2:16][CH2:15][CH2:14][O:13][N:11]1[CH:12]=[C:8]([CH2:7][N:1]2[CH2:6][CH2:5][CH2:4][CH2:3][CH2:2]2)[CH:9]=[N:10]1. Procedure details: 2.5 g of 4-(4-piperidinomethylpyrazol-1-yloxy)butylamine and 1.2 g of 3-amino-4-methoxycyclobutene-1,2-dione are introduced into 80 ml of methanol, and the mixture is stirred for 12 hours at 20° C. The solid formed is then filtered off under suction. Starting materials: C(C)OC(C(C)(C)C=1N=C(SC1)N(CC1=CC=C(C=C1)OC)C(=O)OC(C)(C)C)=O (2-{2-[tert-Butoxycarbonyl-(4-methoxy-benzyl)-amino]-thiazol-4-yl}-2-methyl-propionic acid ethyl ester). Run in FC(C(=O)O)(F)F (trifluoroacetic acid). Yields the product C(C)OC(C(C)(C)C=1N=C(SC1)N)=O (2-(2-Amino-thiazol-4-yl)-2-methyl-propionic acid ethyl ester). Isolated yield 94.7%. As a reaction SMILES: [CH2:1]([O:3][C:4](=[O:30])[C:5]([C:8]1[N:9]=[C:10]([N:13](C(OC(C)(C)C)=O)CC2C=CC(OC)=CC=2)[S:11][CH:12]=1)([CH3:7])[CH3:6])[CH3:2]>FC(F)(F)C(O)=O>[CH2:1]([O:3][C:4](=[O:30])[C:5]([C:8]1[N:9]=[C:10]([NH2:13])[S:11][CH:12]=1)([CH3:7])[CH3:6])[CH3:2]. Procedure details: 2-{2-[tert-Butoxycarbonyl-(4-methoxy-benzyl)-amino]-thiazol-4-yl}-2-methyl-propionic acid ethyl ester (1.5 g, 3.45 mmol) was refluxed in 15 mL of trifluoroacetic acid for 18 hrs. Trifluoroacetic acid was removed in vacuo and the residue was partitioned between water (50 mL) and ethyl acetate (50 mL). The layers were separated and the aqueous layer was extracted with ethyl acetate (2×50 mL). The combined organic layer was washed with brine and dried over anhydrous sodium sulphate and the solvent ... Reactants: C=1(C(=CC=CC1)C)C (xylene), C(C)(C)(CC(C)(C)C)C1=CC=C(C=C1)O (4-tert-octylphenol), C=1(C(=CC=CC1)C)C (xylene), O (water), [OH-].[Na+] (NaOH). Reaction conditions: temperature 130 celsius, time 5 hour. Product: C(C)(C)(CC(C)(C)C)C1=CC=C(C(C(=O)[O-])=C1)O.[Na+] (sodium 5-tert-octylsalicylate). As a reaction SMILES: [C:1]([C:9]1[CH:14]=[CH:13][C:12]([OH:15])=[CH:11][CH:10]=1)([CH2:4][C:5]([CH3:8])([CH3:7])[CH3:6])([CH3:3])[CH3:2].[C:16]1(C)C(C)=CC=CC=1.[OH-:24].[Na+:25].[OH2:26]>>[C:1]([C:9]1[CH:10]=[C:11]([C:16]([O-:26])=[O:24])[C:12]([OH:15])=[CH:13][CH:14]=1)([CH2:4][C:5]([CH3:8])([CH3:7])[CH3:6])([CH3:2])[CH3:3].[Na+:25] |f:2.3,5.6|. Procedure: In a 200 ml four-necked flask were placed 49.53 g (0.240 mol) of 4-tert-octylphenol, 2.05 g (0.018 mol) of DMi and 40 g of xylene, and the solution was heated until reflux begun. Afterward, azeotropic dehydration was carried out, while 4.41 g (0:054 mol) of a 49 wt % aqueous NaOH solution was added dropwise over 5 hours. Next, 20 g of xylene was added dropwise, and the solution was allowed to mature under the reflux for 2 hours. It was confirmed that a stoichiometric amount of water was distille...